This data is from the Open Reaction Database (ORD), a public repository of structured organic reaction records. The task is: describe an organic reaction: reactants, conditions, products, and yield The reactants are COc1ccc(C=O)cc1, COc1ccc(CCC2(C3CCCC3)CC(=O)CC(=O)O2)cc1Cl. Product: COc1ccc(CC2=C(O)CC(CCc3ccc(OC)c(Cl)c3)(C3CCCC3)OC2=O)cc1. Reaction SMILES: [CH3:25][O:26][c:27]1[cH:28][cH:29][c:30]([CH:31]=[O:32])[cH:33][cH:34]1.[Cl:1][c:2]1[cH:3][c:4]([CH2:10][CH2:11][C:12]2([CH:20]3[CH2:21][CH2:22][CH2:23][CH2:24]3)[CH2:13][C:14](=[O:19])[CH2:15][C:16](=[O:18])[O:17]2)[cH:5][cH:6][c:7]1[O:8][CH3:9]>>[Cl:1][c:2]1[cH:3][c:4]([CH2:10][CH2:11][C:12]2([CH:20]3[CH2:21][CH2:22][CH2:23][CH2:24]3)[CH2:13][C:14]([OH:19])=[C:15]([CH2:31][c:30]3[cH:29][cH:28][c:27]([O:26][CH3:25])[cH:34][cH:33]3)[C:16](=[O:18])[O:17]2)[cH:5][cH:6][c:7]1[O:8][CH3:9].